Dataset: the Open Reaction Database (ORD), a public repository of structured organic reaction records. Task: describe an organic reaction: reactants, conditions, products, and yield The reactants are ClC=1N=NC(=CC1OCCO)Cl (2-[(3,6-dichloro-4-pyridazinyl)oxy]ethanol), [H-].[Li+] (lithium hydride), solid, bromo. Solvent: O1CCOCC1 (1,4-dioxane). Conditions: time 1 hour. Yields the product ClC1=CC2=C(N=N1)OCCO2 (3-Chloro-6,7-dihydro[1,4]dioxino[2,3-c]pyridazine). Reaction SMILES: Cl[C:2]1[N:3]=[N:4][C:5]([Cl:12])=[CH:6][C:7]=1[O:8][CH2:9][CH2:10][OH:11].[H-].[Li+]>O1CCOCC1>[Cl:12][C:5]1[N:4]=[N:3][C:2]2[O:11][CH2:10][CH2:9][O:8][C:7]=2[CH:6]=1 |f:1.2|. Procedure: A solution of 2-[(3,6-dichloro-4-pyridazinyl)oxy]ethanol containing some bromo-derivative (15.46 g; 0.0703 mol) in dry 1,4-dioxane (1.2 L) was treated with lithium hydride (2.3 g; 0.28 mol) in portions and stirred at room temperature for 1 hour under argon, then heated at 110° C. overnight. The reaction mixture was quenched with wet 1,4-dioxane, then iced-water. The solution was evaporated to half volume, taken to pH 8 with 5M hydrochloric acid and evaporated to dryness. Water was added and the ... Reactants: CCCCOCCOc1ccc(-c2ccc3c(c2)C=C(C(=O)Nc2ccc(SCc4c(C)nc5ccccn45)cc2)CCN3CCC)cc1, ClCCl, [Na+], [Na+], O=C(OO)c1cccc(Cl)c1, O=S([O-])([O-])=S. Product: CCCCOCCOc1ccc(-c2ccc3c(c2)C=C(C(=O)Nc2ccc(S(=O)Cc4c(C)nc5ccccn45)cc2)CCN3CCC)cc1. As a reaction SMILES: [CH2:1]([CH2:2][CH2:3][CH3:4])[O:5][CH2:6][CH2:7][O:8][c:9]1[cH:10][cH:11][c:12](-[c:15]2[cH:16][cH:17][c:18]3[c:19]([cH:49]2)[CH:20]=[C:21]([C:28](=[O:29])[NH:30][c:31]2[cH:32][cH:33][c:34]([S:37][CH2:38][c:39]4[c:40]([CH3:48])[n:41][c:42]5[n:43]4[cH:44][cH:45][cH:46][cH:47]5)[cH:35][cH:36]2)[CH2:22][CH2:23][N:24]3[CH2:25][CH2:26][CH3:27])[cH:13][cH:14]1.[Cl:68][CH2:69][Cl:70].[Na+:66].[Na+:67].[OH:50][O:51][C:52]([c:53]1[cH:54][c:55]([Cl:56])[cH:57][cH:58][cH:59]1)=[O:60].[S:61]([O-:62])([O-:63])(=[O:64])=[S:65]>>[CH2:1]([CH2:2][CH2:3][CH3:4])[O:5][CH2:6][CH2:7][O:8][c:9]1[cH:10][cH:11][c:12](-[c:15]2[cH:16][cH:17][c:18]3[c:19]([cH:49]2)[CH:20]=[C:21]([C:28](=[O:29])[NH:30][c:31]2[cH:32][cH:33][c:34]([S:37]([CH2:38][c:39]4[c:40]([CH3:48])[n:41][c:42]5[n:43]4[cH:44][cH:45][cH:46][cH:47]5)=[O:50])[cH:35][cH:36]2)[CH2:22][CH2:23][N:24]3[CH2:25][CH2:26][CH3:27])[cH:13][cH:14]1. Starting materials: NC=1C(=CC=C2C=CC=NC12)C(=O)C1=CC=C(C=C1)F ((8-amino-quinolin-7-yl)-(4-fluoro-phenyl)-methanone), S(=O)(=O)(N)N (sulfamide), [H-].[H-].[H-].[H-].[Li+].[Al+3] (LiAlH4). Solvent: N1=CC=CC=C1 (pyridine). Reaction conditions: time 18 hour. Yields the product FC1=CC=C(C=C1)C1NS(NC=2C3=NC=CC=C3C=CC12)(=O)=O (1-(4-Fluoro-phenyl)-1,4-dihydro-2H-3-thia-2,4,5-triaza-phenanthrene 3,3-dioxide). Isolated yield 21.6%. Reaction SMILES: [NH2:1][C:2]1[C:3]([C:12]([C:14]2[CH:19]=[CH:18][C:17]([F:20])=[CH:16][CH:15]=2)=O)=[CH:4][CH:5]=[C:6]2[C:11]=1[N:10]=[CH:9][CH:8]=[CH:7]2.[S:21](N)([NH2:24])(=[O:23])=[O:22].[H-].[H-].[H-].[H-].[Li+].[Al+3]>N1C=CC=CC=1>[F:20][C:17]1[CH:18]=[CH:19][C:14]([CH:12]2[C:3]3[CH:4]=[CH:5][C:6]4[C:11](=[N:10][CH:9]=[CH:8][CH:7]=4)[C:2]=3[NH:1][S:21](=[O:23])(=[O:22])[NH:24]2)=[CH:15][CH:16]=1 |f:2.3.4.5.6.7|. Reported procedure: (8-Amino-quinolin-7-yl)-(4-fluoro-phenyl)-methanone 367 (100 mg, 0.38 mmol) and sulfamide (361 mg, 3.76 mmol) in pyridine (3 ml) and were heated in a microwave at 140° C. for 2 h. After cooling, the mixture was concentrated in vacuo. The residue was dissolved in anhydrous THF (5 ml). LiAlH4 (26 mg, 0.75 mmol) was added and the mixture was stirred at room temperature for 18 h. The reaction was quenched with water (5 ml) and the resulting precipitate was collected by filtration and dried. The crud... The reactants are Cc1onc(-c2ccccc2)c1C(=O)NC1CCC(c2ccccc2)(N(C)C)CC1, CCC(C)=O, CCOC(C)=O, CC(C)OC(C)C, C[Si](C)(C)Cl, Cl, O. Product: Cc1onc(-c2ccccc2)c1C(=O)NC1CCC(c2ccccc2)(N(C)C)CC1, Cl. As a reaction SMILES: [CH3:1][N:2]([C:3]1([c:24]2[cH:25][cH:26][cH:27][cH:28][cH:29]2)[CH2:4][CH2:5][CH:6]([NH:9][C:10](=[O:11])[c:12]2[c:13](-[c:18]3[cH:19][cH:20][cH:21][cH:22][cH:23]3)[n:14][o:15][c:16]2[CH3:17])[CH2:7][CH2:8]1)[CH3:30].[CH3:44][C:45](=[O:46])[CH2:47][CH3:48].[CH3:49][CH2:50][O:51][C:52](=[O:53])[CH3:54].[CH:37]([O:38][CH:39]([CH3:40])[CH3:41])([CH3:42])[CH3:43].[Cl:32][Si:33]([CH3:34])([CH3:35])[CH3:36].[ClH:31].[OH2:55]>>[CH3:1][N:2]([C:3]1([c:24]2[cH:25][cH:26][cH:27][cH:28][cH:29]2)[CH2:4][CH2:5][CH:6]([NH:9][C:10](=[O:11])[c:12]2[c:13](-[c:18]3[cH:19][cH:20][cH:21][cH:22][cH:23]3)[n:14][o:15][c:16]2[CH3:17])[CH2:7][CH2:8]1)[CH3:30].[ClH:32]. Reactants: ClC=1N=C2N(C3=C(NC4=C2C=CC=C4)N=CC=C3)C1C1=CC=C(C=C1)C1(CCC1)NC(OC(C)(C)C)=O (tert-butyl {1-[4-(2-chloro-9H-imidazo[1,2-d]pyrido[2,3-b][1,4]benzodiazepin-3-yl)phenyl]cyclobutyl}carbamate), [N+](=O)([O-])C1=CC=C(C=C1)B1OC(C)(C)C(C)(C)O1 (4-nitrophenylboronic acid pinacol ester), C(=O)([O-])[O-].[Na+].[Na+] (Na2CO3). The reagents and catalysts are CC(C)(C)P(C1=CC=C(C=C1)N(C)C)C(C)(C)C.CC(C)(C)P(C1=CC=C(C=C1)N(C)C)C(C)(C)C.Cl[Pd]Cl (bis(di-tert-butyl(4-dimethylaminophenyl)phosphine)dichloropalladium(II)). The solvent is CN(C)C=O (DMF), CCOC(=O)C (EtOAc). Run at temperature 160 celsius. Yields the product [N+](=O)([O-])C1=CC=C(C=C1)C=1N=C2N(C3=C(NC4=C2C=CC=C4)N=CC=C3)C1C1=CC=C(C=C1)C1(CCC1)NC(OC(C)(C)C)=O (tert-butyl (1-{4-[2-(4-nitrophenyl)-9H-imidazo[1,2-d]pyrido[2,3-b][1,4]benzodiazepin-3-yl]phenyl}cyclobutyl)carbamate). Isolated yield 17.6%. As a reaction SMILES: Cl[C:2]1[N:3]=[C:4]2[C:10]3[CH:11]=[CH:12][CH:13]=[CH:14][C:9]=3[NH:8][C:7]3[N:15]=[CH:16][CH:17]=[CH:18][C:6]=3[N:5]2[C:19]=1[C:20]1[CH:25]=[CH:24][C:23]([C:26]2([NH:30][C:31](=[O:37])[O:32][C:33]([CH3:36])([CH3:35])[CH3:34])[CH2:29][CH2:28][CH2:27]2)=[CH:22][CH:21]=1.[N+:38]([C:41]1[CH:46]=[CH:45][C:44](B2OC(C)(C)C(C)(C)O2)=[CH:43][CH:42]=1)([O-:40])=[O:39].C([O-])([O-])=O.[Na+].[Na+]>CN(C=O)C.CCOC(C)=O.CC(P(C(C)(C)C)C1C=CC(N(C)C)=CC=1)(C)C.CC(P(C(C)(C)C)C1C=CC(N(C)C)=CC=1)(C)C.Cl[Pd]Cl>[N+:38]([C:41]1[CH:46]=[CH:45][C:44]([C:2]2[N:3]=[C:4]3[C:10]4[CH:11]=[CH:12][CH:13]=[CH:14][C:9]=4[NH:8][C:7]4[N:15]=[CH:16][CH:17]=[CH:18][C:6]=4[N:5]3[C:19]=2[C:20]2[CH:25]=[CH:24][C:23]([C:26]3([NH:30][C:31](=[O:37])[O:32][C:33]([CH3:35])([CH3:34])[CH3:36])[CH2:27][CH2:28][CH2:29]3)=[CH:22][CH:21]=2)=[CH:43][CH:42]=1)([O-:40])=[O:39] |f:2.3.4,7.8.9|. Procedure details: A mixture of tert-butyl {1-[4-(2-chloro-9H-imidazo[1,2-d]pyrido[2,3-b][1,4]benzodiazepin-3-yl)phenyl]cyclobutyl}carbamate (250 mg, 0.486 mmol), 4-nitrophenylboronic acid pinacol ester (152 mg, 0.730 mmol), bis(di-tert-butyl(4-dimethylaminophenyl)phosphine)dichloropalladium(II) (34.4 mg, 0.0486 mmol) and 2M Na2CO3 aq. (0.485 mL, 0.970 mmol) in DMF (1.00 mL) was heated at 160° C. under microwave irradiation for 1 hour under nitrogen. After cooling to room temperature, the mixture was diluted with ...